This data is from the Open Reaction Database (ORD), a public repository of structured organic reaction records. The task is: describe an organic reaction: reactants, conditions, products, and yield As a reaction SMILES: [N+:1]([C:4]1[CH:9]=[CH:8][CH:7]=[CH:6][C:5]=1F)([O-:3])=[O:2].[NH2:11][C:12]1[CH:17]=[CH:16][C:15]([CH2:18][C:19]([OH:21])=[O:20])=[CH:14][CH:13]=1.[F-].[K+]>>[N+:1]([C:4]1[CH:9]=[CH:8][CH:7]=[CH:6][C:5]=1[NH:11][C:12]1[CH:13]=[CH:14][C:15]([CH2:18][C:19]([OH:21])=[O:20])=[CH:16][CH:17]=1)([O-:3])=[O:2] |f:2.3|. Conditions: temperature 170 celsius, time 16 hour. The reactants are [N+](=O)([O-])C1=C(C=CC=C1)F (2-nitrofluorobenzene), NC1=CC=C(C=C1)CC(=O)O (4-aminophenyl acetic acid), [F-].[K+] (KF). Procedure details: A mixture of 1.5 ml of 2-nitrofluorobenzene (Aldrich), 1.44 g of 4-aminophenyl acetic acid and 0.550 g of KF is stirred at 170° C. for 16 hours in a sealed tube. The mixture obtained is allowed to cool to rt, triturated in CH2Cl2/MeOH (95:5) and filtered. The filtrate obtained is concentrated and the concentrate obtained is purified by silica gel column chromatography. [4-(2-Nitro-phenylamino)-phenyl]-acetic acid is obtained in the form of a solid: ES-MS: 273.0 [M+H]+; single peak at tR=4.44 min... Yields the product [N+](=O)([O-])C1=C(C=CC=C1)NC1=CC=C(C=C1)CC(=O)O ([4-(2-Nitro-phenylamino)-phenyl]-acetic acid). The reactants are ClCc1nc(Cl)nc(Cl)c1Br, C[O-], CO, [Na+]. Yields the product COCc1nc(Cl)nc(Cl)c1Br. RXN SMILES: [Br:1][c:2]1[c:3]([Cl:11])[n:4][c:5]([Cl:10])[n:6][c:7]1[CH2:8][Cl:9].[CH3:12][O-:13].[CH3:15][OH:16].[Na+:14]>>[Br:1][c:2]1[c:3]([Cl:11])[n:4][c:5]([Cl:10])[n:6][c:7]1[CH2:8][O:13][CH3:12].